This data is from the Open Reaction Database (ORD), a public repository of structured organic reaction records. The task is: describe an organic reaction: reactants, conditions, products, and yield Yields the product CC(C)(C)C1CCC(C(NC(=O)Nc2ccc(OC(F)(F)F)cc2)c2ccc(C(=O)NCCC(=O)O)cc2)CC1. As a reaction SMILES: [CH2:1]([CH3:2])[O:3][C:4]([CH2:5][CH2:6][NH:7][C:8]([c:9]1[cH:10][cH:11][c:12]([CH:15]([CH:16]2[CH2:17][CH2:18][CH:19]([C:22]([CH3:23])([CH3:24])[CH3:25])[CH2:20][CH2:21]2)[NH:26][C:27](=[O:28])[NH:29][c:30]2[cH:31][cH:32][c:33]([O:36][C:37]([F:38])([F:39])[F:40])[cH:34][cH:35]2)[cH:13][cH:14]1)=[O:41])=[O:42].[CH3:45][CH2:46][OH:47].[Na+:44].[OH-:43]>>[O:3]=[C:4]([CH2:5][CH2:6][NH:7][C:8]([c:9]1[cH:10][cH:11][c:12]([CH:15]([CH:16]2[CH2:17][CH2:18][CH:19]([C:22]([CH3:23])([CH3:24])[CH3:25])[CH2:20][CH2:21]2)[NH:26][C:27](=[O:28])[NH:29][c:30]2[cH:31][cH:32][c:33]([O:36][C:37]([F:38])([F:39])[F:40])[cH:34][cH:35]2)[cH:13][cH:14]1)=[O:41])[OH:42]. The reactants are CCOC(=O)CCNC(=O)c1ccc(C(NC(=O)Nc2ccc(OC(F)(F)F)cc2)C2CCC(C(C)(C)C)CC2)cc1, CCO, [Na+], [OH-].